From a dataset of the Open Reaction Database (ORD), a public repository of structured organic reaction records. describe an organic reaction: reactants, conditions, products, and yield The reactants are BrC=1C=NC=CC1 (3-bromopyridine), C(C=C)(=O)N1C(N(C(C1C1=CC=CC=C1)C)C)=O (1-acryloyl-3,4-dimethyl-5-phenylimidazolidin-2-one), CC1=C(C=CC=C1)P(C2=C(C=CC=C2)C)C3=C(C=CC=C3)C (P(o-tolyl)3), CCN(C(C)C)C(C)C ((i-Pr)2NEt). The reagents and catalysts are CC(=O)[O-].CC(=O)[O-].[Pd+2] (Pd(OAc)2). Run in CN(C)C=O (DMF). Run at temperature 110 celsius. Yields the product CN1C(N(C(C1C)C1=CC=CC=C1)C(\C=C\C=1C=NC=CC1)=O)=O (3,4-Dimethyl-1-[(E)-3-(pyridin-3-yl)prop-2-enoyl]-5-phenylimidazolidin-2-one). Reaction SMILES: Br[C:2]1[CH:3]=[N:4][CH:5]=[CH:6][CH:7]=1.[C:8]([N:12]1[CH:16]([C:17]2[CH:22]=[CH:21][CH:20]=[CH:19][CH:18]=2)[CH:15]([CH3:23])[N:14]([CH3:24])[C:13]1=[O:25])(=[O:11])[CH:9]=[CH2:10].CC1C=CC=CC=1P(C1C=CC=CC=1C)C1C=CC=CC=1C.CCN(C(C)C)C(C)C>CN(C=O)C.CC([O-])=O.CC([O-])=O.[Pd+2]>[CH3:24][N:14]1[CH:15]([CH3:23])[CH:16]([C:17]2[CH:22]=[CH:21][CH:20]=[CH:19][CH:18]=2)[N:12]([C:8](=[O:11])/[CH:9]=[CH:10]/[C:2]2[CH:3]=[N:4][CH:5]=[CH:6][CH:7]=2)[C:13]1=[O:25] |f:5.6.7|. Procedure: A solution of 3-bromopyridine (8.6 mL, 88.5 mmole), (4 R, 5 S)-1-acryloyl-3,4-dimethyl-5-phenylimidazolidin-2-one (14.4 g. 59 mmole), Pd(OAc)2 (662 mg, 2.95 mmole), P(o-tolyl)3 (1.80 g, 5.9 mmole), and (i-Pr)2NEt (22 mL, 124 mmole) in dry DMF (300 mL) was degassed (3×vacuum/N2 purge) then heated to 110° C. After 2 hr the mixture was cooled and poured into EtOAc. The resulting mixture was washed with H2O (3×), and the combined aqueous layers were back-extracted with EtOAc (2×). The combined organ... Reactants: CCOC(=O)CC(=O)C(C)C, Cl, [Na+], [OH-]. Yields the product CC(C)C(=O)CC(=O)O. RXN SMILES: [C:1]([CH:2]([CH3:3])[CH3:4])(=[O:5])[CH2:6][C:7](=[O:8])[O:9][CH2:10][CH3:11].[ClH:12].[Na+:14].[OH-:13]>>[C:1]([CH:2]([CH3:3])[CH3:4])(=[O:5])[CH2:6][C:7](=[O:8])[OH:9]. Starting materials: COC1=C(C=C(C(=C1)C)OC)CCCOC(C)=O (Acetic Acid 3-(2,5-dimethoxy-4-methyl-phenyl)-propyl ester), ceric ammonium nitrate. Solvent: C(C)#N (acetonitrile), O (water). Conditions: time 1 hour. Product: CC=1C(C=C(C(C1)=O)CCCOC(C)=O)=O (Acetic Acid 3-(4-methyl-3,6-dioxo-cyclohexa-1,4-dienyl)-propyl ester). The yield is 68.2%. Reaction SMILES: C[O:2][C:3]1[CH:8]=[C:7]([CH3:9])[C:6]([O:10]C)=[CH:5][C:4]=1[CH2:12][CH2:13][CH2:14][O:15][C:16](=[O:18])[CH3:17]>C(#N)C.O>[CH3:9][C:7]1[C:6](=[O:10])[CH:5]=[C:4]([CH2:12][CH2:13][CH2:14][O:15][C:16](=[O:18])[CH3:17])[C:3](=[O:2])[CH:8]=1. Procedure details: To a solution of 5 (1.26 g, 4.99 mmol) in acetonitrile (15 cm3) was added ceric ammonium nitrate (5.50 g, 9.99 mmol) in water (10 cm3) dropwise. The mixture was stirred for 1 hr before the organics were extracted with dichloromethane (3×25 cm3), washed with brine (25 cm3), dried (MgSO4) and concentrated under vacuum to yield the title compound as a brown oil 6 (756 mg, 68%). The reactants are N1C(=NC2=C1C=CC=C2)C(O)C2=CC(=CC=C2)Br (1H-benzimidazol-2-yl(3-bromophenyl)methanol), OC1CCN(CC1)C (4-hydroxy-1-methylpiperidine), C1(=CC=C(C=C1)S(=O)(=O)O)C (para-toluenesulfonic acid). The solvent is ClC1=CC=CC=C1 (chlorobenzene), CN1C(CCC1)=O (N-methylpyrrolidone). The product is BrC=1C=C(C=CC1)C(C1=NC2=C(N1)C=CC=C2)OC2CCN(CC2)C (2-[(3-bromophenyl)(1-methylpiperidin-4-yloxy)methyl]-1H-benzimidazole). As a reaction SMILES: [NH:1]1[C:5]2[CH:6]=[CH:7][CH:8]=[CH:9][C:4]=2[N:3]=[C:2]1[CH:10]([C:12]1[CH:17]=[CH:16][CH:15]=[C:14]([Br:18])[CH:13]=1)[OH:11].O[CH:20]1[CH2:25][CH2:24][N:23]([CH3:26])[CH2:22][CH2:21]1.C1(C)C=CC(S(O)(=O)=O)=CC=1>ClC1C=CC=CC=1.CN1CCCC1=O>[Br:18][C:14]1[CH:13]=[C:12]([CH:10]([O:11][CH:20]2[CH2:25][CH2:24][N:23]([CH3:26])[CH2:22][CH2:21]2)[C:2]2[NH:3][C:4]3[CH:9]=[CH:8][CH:7]=[CH:6][C:5]=3[N:1]=2)[CH:17]=[CH:16][CH:15]=1. Reported procedure: A mixture of 1H-benzimidazol-2-yl(3-bromophenyl)methanol (12.9 g), 4-hydroxy-1-methylpiperidine (4.86 g) and para-toluenesulfonic acid (24 g) in chlorobenzene (60 mL) and N-methylpyrrolidone (6 mL) is heated under reflux for 120 h in a Dean Stark apparatus. Solvent is removed by evaporation. To the residue is added water which is made alcaline by addition of sodium hydroxide solution, then extracted with ethyl acetate. The pooled organic extracts are washed with water, treated with activated cha... Starting materials: N1(CCCC1)CC1=CC=C(N)C=C1 (4-(pyrrolidin-1-yl-methyl)aniline), CCN(C(C)C)C(C)C (Hunig's base), ClC(C1=CC=C(C=C1)Br)=C1C(NC2=CC=C(C=C12)[N+](=O)[O-])=O (3-[1-chloro-1-(4-bromo-phenyl)methylidene]-5-nitro-2-indolinone), O (water). The solvent is CN(C)C=O (DMF), C(Cl)Cl.CO (CH2Cl2 MeOH). The product is N1(CCCC1)CC1=CC=C(N\C(\C2=CC=C(C=C2)Br)=C\2/C(NC3=CC=C(C=C23)[N+](=O)[O-])=O)C=C1 (3-{(Z)-1-[4-(pyrrolidin-1-yl-methyl)anilino]-1-(4-bromo-phenyl)methylidene}-5-nitro-indolinone). RXN SMILES: Cl[C:2](=[C:10]1[C:18]2[C:13](=[CH:14][CH:15]=[C:16]([N+:19]([O-:21])=[O:20])[CH:17]=2)[NH:12][C:11]1=[O:22])[C:3]1[CH:8]=[CH:7][C:6]([Br:9])=[CH:5][CH:4]=1.[N:23]1([CH2:28][C:29]2[CH:35]=[CH:34][C:32]([NH2:33])=[CH:31][CH:30]=2)[CH2:27][CH2:26][CH2:25][CH2:24]1.CCN(C(C)C)C(C)C.O>CN(C=O)C.C(Cl)Cl.CO>[N:23]1([CH2:28][C:29]2[CH:35]=[CH:34][C:32]([NH:33]/[C:2](=[C:10]3\[C:11](=[O:22])[NH:12][C:13]4[C:18]\3=[CH:17][C:16]([N+:19]([O-:21])=[O:20])=[CH:15][CH:14]=4)/[C:3]3[CH:8]=[CH:7][C:6]([Br:9])=[CH:5][CH:4]=3)=[CH:31][CH:30]=2)[CH2:27][CH2:26][CH2:25][CH2:24]1 |f:5.6|. Reported procedure: Prepared by reacting 3-[1-chloro-1-(4-bromo-phenyl)methylidene]-5-nitro-2-indolinone with 1 equivalent of 4-(pyrrolidin-1-yl-methyl)aniline and 2 equivalents of Hunig's base in DMF (1 hours, 120° C.), pouring into water, extraction with EtOac, separation of the organic phase and purification thereof by column chromatography on SiO2 with CH2Cl2 /MeOH (15:1) as eluant.